From a dataset of the Open Reaction Database (ORD), a public repository of structured organic reaction records. describe an organic reaction: reactants, conditions, products, and yield RXN SMILES: [C:1]([O:5][C:6]([N:8]1[C@H:12]([CH:13]=[CH:14][CH2:15][CH2:16][CH2:17]Br)[CH2:11][O:10][C:9]1([CH3:20])[CH3:19])=[O:7])([CH3:4])([CH3:3])[CH3:2].[P:21]([O:30]C(C)C)([O:26][CH:27]([CH3:29])[CH3:28])[O:22][CH:23]([CH3:25])[CH3:24]>>[C:1]([O:5][C:6]([N:8]1[C@H:12]([CH:13]=[CH:14][CH2:15][CH2:16][CH2:17][P:21]([O:26][CH:27]([CH3:29])[CH3:28])([O:22][CH:23]([CH3:25])[CH3:24])=[O:30])[CH2:11][O:10][C:9]1([CH3:20])[CH3:19])=[O:7])([CH3:4])([CH3:3])[CH3:2]. Procedure: A solution of 19.9 g of bromide 4 according to d) in 60 ml of triisopropyl phosphite is heated at 130°-135° for 20 hours at 100 mbar. The excess reagent is distilled off at 60°/0.1 mbar, and the residue is chromatographed on 250 g of silica gel. Elution with hexane/ethyl acetate 1:1 yields 20.6 g of phosphonic acid ester 5, [α]D =-8.6° (c=0.8, CHCl3); C21H40NO6P; calculated: C 58.18%, H 9.30%, N 3.23%, P 7.15%; found: C 57.4%, H 9.3%, N 3.2%, P 7.5%. Yields the product C(C)(C)(C)OC(=O)N1C(OC[C@H]1C=CCCCP(=O)(OC(C)C)OC(C)C)(C)C ((4R)-2,2-dimethyl-4-(5'-di-2-propylphosphonopentenyl)oxazolidine-3-carboxylic acid tert.-butyl ester). Starting materials: C(C)(C)(C)OC(=O)N1C(OC[C@H]1C=CCCCBr)(C)C ((4R)-4-(5'-bromopentenyl)-2,2-dimethyloxazolidine-3-carboxylic acid tert.-butyl ester), P(OC(C)C)(OC(C)C)OC(C)C (triisopropyl phosphite).